Dataset: the Open Reaction Database (ORD), a public repository of structured organic reaction records. Task: describe an organic reaction: reactants, conditions, products, and yield Reactants: solution, Cl (HCl), S(=O)(=O)(C1=CC=C(C)C=C1)Cl (Tosyl chloride), ice, C(C)N1C(OCC1CO)=O ((+-)-Ethyl-4-(hydroxymethyl)-2-oxazolidinone), N1=CC=CC=C1 (pyridine). The product is C(C)C1(NC(OC1)=O)COS(=O)(=O)C1=CC=C(C)C=C1 ((+-)-4-Ethyl-4-[(tosyloxy)methyl]-2-oxazolidinone). Conditions: time 6 hour. Solvent: [Cl-].[Na+].O (brine). RXN SMILES: [S:1](Cl)([C:4]1[CH:10]=[CH:9][C:7]([CH3:8])=[CH:6][CH:5]=1)(=[O:3])=[O:2].C([N:14]1[CH:18]([CH2:19][OH:20])[CH2:17][O:16][C:15]1=[O:21])C.Cl.N1C=CC=[CH:25][CH:24]=1>[Cl-].[Na+].O>[CH2:24]([C:18]1([CH2:19][O:20][S:1]([C:4]2[CH:10]=[CH:9][C:7]([CH3:8])=[CH:6][CH:5]=2)(=[O:3])=[O:2])[CH2:17][O:16][C:15](=[O:21])[NH:14]1)[CH3:25] |f:4.5.6|. Procedure: Tosyl chloride (142.2 g, Aldrich) was added to an ice-chilled solution of the product from step (a) (102.7 g) dissolved in pyridine (175 ml. Aldrich). The reaction mixture was stirred at ice bath temperature for six hours, then allowed to come to room temperature. The heterogeneous mixture was added to 1500 ml of a solution of brine and 1N HCl, stirred until solids appeared, filtered and washed with diethyl ether to give 194.6 g of a beige solid as the title product. 1H NMR consistent with the p... Starting materials: N1=CC=CC=C1 (pyridine), S1C(=CC=C1)CC(=O)Cl (2-thienylacetyl chloride), NC1[C@@]2(N(C(=C(CS2)COC(C)=O)C(=O)OCC2=CC=C(C=C2)[N+](=O)[O-])C1=O)OC (p-nitrobenzyl 7-amino-6-methoxy-3-acetoxymethyl-ceph-3-em-4-carboxylate). The solvent is C(Cl)Cl (CH2Cl2), C(Cl)Cl (CH2Cl2). Reaction conditions: time 30 minute. Product: S1C(=CC=C1)CC(=O)NC1[C@@]2(N(C(=C(CS2)COC(C)=O)C(=O)OCC2=CC=C(C=C2)[N+](=O)[O-])C1=O)OC (p-nitrobenzyl 7-(2-thienylacetamido)-6-methoxy-3-acetoxymethyl-ceph-3-em-4-carboxylate). As a reaction SMILES: [NH2:1][CH:2]1[C:27](=[O:28])[N:4]2[C:5]([C:14]([O:16][CH2:17][C:18]3[CH:23]=[CH:22][C:21]([N+:24]([O-:26])=[O:25])=[CH:20][CH:19]=3)=[O:15])=[C:6]([CH2:9][O:10][C:11](=[O:13])[CH3:12])[CH2:7][S:8][C@:3]12[O:29][CH3:30].N1C=CC=CC=1.[S:37]1[CH:41]=[CH:40][CH:39]=[C:38]1[CH2:42][C:43](Cl)=[O:44]>C(Cl)Cl>[S:37]1[CH:41]=[CH:40][CH:39]=[C:38]1[CH2:42][C:43]([NH:1][CH:2]1[C:27](=[O:28])[N:4]2[C:5]([C:14]([O:16][CH2:17][C:18]3[CH:23]=[CH:22][C:21]([N+:24]([O-:26])=[O:25])=[CH:20][CH:19]=3)=[O:15])=[C:6]([CH2:9][O:10][C:11](=[O:13])[CH3:12])[CH2:7][S:8][C@:3]12[O:29][CH3:30])=[O:44]. Reported procedure: A solution of the major isomer of p-nitrobenzyl 7-amino-6-methoxy-3-acetoxymethyl-ceph-3-em-4-carboxylate (53 mg., 0.12 mMol) in anhydrous CH2Cl2 (1 ml.) is cooled in an ice-bath and treated with pyridine (10.7 μl, 0.13 mMol) and 2-thienylacetyl chloride (17.8 μl., 0.13 mMol). The resulting solution is stirred in the cold for 30 mins., and then diluted with CH2Cl2, washed with H2O (3x) and brine, dried with MgSO4, filtered, and evaporated in vacuo. Crystallization of the residual yellow oil (66 ... The reactants are COc1ccc(C#N)c(CN=[N+]=[N-])c1, CCOC(C)=O, [H][H]. Product: COc1ccc(C#N)c(CN)c1. RXN SMILES: [C:1](#[N:2])[c:3]1[c:4]([CH2:5][N:6]=[N+:7]=[N-:8])[cH:9][c:10]([O:13][CH3:14])[cH:11][cH:12]1.[CH3:17][CH2:18][O:19][C:20](=[O:21])[CH3:22].[H:15][H:16]>>[C:1](#[N:2])[c:3]1[c:4]([CH2:5][NH2:6])[cH:9][c:10]([O:13][CH3:14])[cH:11][cH:12]1. Starting materials: FC(C1=CC(=CC=C1)C(=O)N)(F)F (α,α,α-Trifluoro-m-toluamide), ClC(=O)SCl (chlorocarbonylsulfenyl chloride). Run in C(C)(=O)OCC (ethyl acetate). Yields the product FC(C1=CC(=CC=C1)C1=NSC(O1)=O)(F)F (5-(α,α,α-Trifluoro-m-Tolyl)-1,3,4-Oxathiazol-2-One). Isolated yield 86.3%. Reaction SMILES: [F:1][C:2]([F:13])([F:12])[C:3]1[CH:8]=[CH:7][CH:6]=[C:5]([C:9]([NH2:11])=[O:10])[CH:4]=1.Cl[C:15]([S:17]Cl)=[O:16]>C(OCC)(=O)C>[F:1][C:2]([F:12])([F:13])[C:3]1[CH:8]=[CH:7][CH:6]=[C:5]([C:9]2[O:10][C:15](=[O:16])[S:17][N:11]=2)[CH:4]=1. Procedure details: α,α,α-Trifluoro-m-toluamide (82.7 g, 0.437 mol) and chlorocarbonylsulfenyl chloride (86 g, 0.667 mol, 53% excess) were reacted under the conditions of Example 2 for 0.5 hours. The light yellow residue was dissolved in ethyl acetate and cooled to -78°. The white precipitate was filtered and washed with hexane to yield 93.14 g (0.377 mol, 86.2%) of white solid, m.p. 85°-86.5°. RXN SMILES: [NH2:1][C:2]1[CH:3]=[C:4]([CH:12]=[CH:13][C:14]=1[O:15][CH3:16])[C:5]([CH2:7][CH2:8][C:9](O)=[O:10])=O.O.[NH2:18][NH2:19]>>[NH2:1][C:2]1[CH:3]=[C:4]([C:5]2[CH2:7][CH2:8][C:9](=[O:10])[NH:18][N:19]=2)[CH:12]=[CH:13][C:14]=1[O:15][CH3:16] |f:1.2|. Reported procedure: This was prepared in 95% yield by reaction of 3-(3-amino-4-methoxybenzoyl)-propionic acid with hydrazine hydrate in ethanolic solution at reflux temperature for 5 hours. It had m.p. 218°-220° C after crystallisation from ethanol. The yield is 95.0%. Product: NC=1C=C(C=CC1OC)C=1CCC(NN1)=O (6-(3-Amino-4-methoxyphenyl)-4,5-dihydro-3(2H)-pyridazinone). Reactants: NC=1C=C(C(=O)CCC(=O)O)C=CC1OC (3-(3-amino-4-methoxybenzoyl)-propionic acid), O.NN (hydrazine hydrate). Starting materials: CCN(C(C)C)C(C)C, CC(C)(C)CC(NC(=O)C(N)c1ccc(OCCOC(C)(C)C)cc1)C(=O)Nc1ccc(I)cc1F, O=C(Cl)OC(Cl)(Cl)Cl, C1CCOC1, C1CCOC1, O, Cc1ccccc1. Yields the product CC(C)(C)CC(C(=O)Nc1ccc(I)cc1F)N1C(=O)NC(c2ccc(OCCOC(C)(C)C)cc2)C1=O. As a reaction SMILES: [CH:57]([N:58]([CH2:59][CH3:60])[CH:61]([CH3:62])[CH3:63])([CH3:64])[CH3:65].[F:21][c:22]1[c:23]([NH:29][C:30]([CH:31]([CH2:32][C:33]([CH3:34])([CH3:35])[CH3:36])[NH:37][C:38]([CH:39]([c:40]2[cH:41][cH:42][c:43]([O:46][CH2:47][CH2:48][O:49][C:50]([CH3:51])([CH3:52])[CH3:53])[cH:44][cH:45]2)[NH2:54])=[O:55])=[O:56])[cH:24][cH:25][c:26]([I:28])[cH:27]1.[O:1]=[C:2]([Cl:3])[O:4][C:5]([Cl:6])([Cl:7])[Cl:8].[O:66]1[CH2:67][CH2:68][CH2:69][CH2:70]1.[O:9]1[CH2:10][CH2:11][CH2:12][CH2:13]1.[OH2:71].[c:14]1([CH3:15])[cH:16][cH:17][cH:18][cH:19][cH:20]1>>[O:1]=[C:2]1[N:37]([CH:31]([C:30]([NH:29][c:23]2[c:22]([F:21])[cH:27][c:26]([I:28])[cH:25][cH:24]2)=[O:56])[CH2:32][C:33]([CH3:34])([CH3:35])[CH3:36])[C:38](=[O:55])[CH:39]([c:40]2[cH:41][cH:42][c:43]([O:46][CH2:47][CH2:48][O:49][C:50]([CH3:51])([CH3:52])[CH3:53])[cH:44][cH:45]2)[NH:54]1. The reactants are O (water), O=C(CC)C=1C(=CC2=CC=CC=C2C1)C(=O)O (3-(1'-oxopropyl)naphthalene-2-carboxylic acid), [H-].[Al+3].[Li+].[H-].[H-].[H-] (lithium aluminium hydride). The solvent is C1CCOC1 (THF), C1CCOC1 (THF). Reaction conditions: time 2 hour. Product: OCC1=CC2=CC=CC=C2C=C1C(CC)O (2-hydroxymethyl-3-(1'-hydroxypropyl)naphthalene). Reaction SMILES: [O:1]=[C:2]([C:5]1[C:6]([C:15](O)=[O:16])=[CH:7][C:8]2[C:13]([CH:14]=1)=[CH:12][CH:11]=[CH:10][CH:9]=2)[CH2:3][CH3:4].[H-].[Al+3].[Li+].[H-].[H-].[H-].O>C1COCC1>[OH:16][CH2:15][C:6]1[C:5]([CH:2]([OH:1])[CH2:3][CH3:4])=[CH:14][C:13]2[C:8](=[CH:9][CH:10]=[CH:11][CH:12]=2)[CH:7]=1 |f:1.2.3.4.5.6|. Reported procedure: The above carboxylic acid (11 g) in THF (150 ml) was added to lithium aluminium hydride (6.0 g) in THF (150 ml) over 0.5 hr. The reaction mixture was stirred for 2 hr. and water was carefully added. The resultant slurry was washed with ether (3×100 ml) and the combined ethereal washings were dried (magnesium sulphate) and evaporated to dryness to give 2-hydroxymethyl-3-(1'-hydroxypropyl)naphthalene as an oil; a small portion was recrystallised from light petroleum (b.p. 60°-80°)/chloroform to gi...